This data is from the Open Reaction Database (ORD), a public repository of structured organic reaction records. The task is: describe an organic reaction: reactants, conditions, products, and yield Reactants: CC(=O)OC(C)=O, O=Cc1ccc(C(=O)O)o1, Cl, NO, c1ccncc1. The product is N#Cc1ccc(C(=O)O)o1. RXN SMILES: [CH3:14][C:15]([O:16][C:17](=[O:18])[CH3:19])=[O:20].[CH:1](=[O:2])[c:3]1[cH:4][cH:5][c:6]([C:8](=[O:9])[OH:10])[o:7]1.[ClH:11].[NH2:12][OH:13].[cH:21]1[cH:22][cH:23][n:24][cH:25][cH:26]1>>[C:1]([c:3]1[cH:4][cH:5][c:6]([C:8](=[O:9])[OH:10])[o:7]1)#[N:12]. Reactants: Br, CC(=O)O, COc1ccc(Br)c(C(F)(F)F)c1. The product is COc1cccc(C(F)(F)F)c1. RXN SMILES: [Br:1].[CH3:15][C:16](=[O:17])[OH:18].[F:2][C:3]([c:4]1[c:5]([Br:12])[cH:6][cH:7][c:8]([O:10][CH3:11])[cH:9]1)([F:13])[F:14]>>[F:2][C:3]([c:4]1[cH:5][cH:6][cH:7][c:8]([O:10][CH3:11])[cH:9]1)([F:13])[F:14]. The product is NCC=1C(C(=NN1)N)=NNC1=CC(=CC=C1)F (5-aminomethyl-4-[(3-fluorophenyl)hydrazono]-4H-pyrazol-3-ylamine). RXN SMILES: FC1C=C(C=CC=1)N.Cl.N([O-])=O.[Na+].O=C1C2C(=CC=CC=2)C(=O)N1CC(=O)CC#N.CC([O-])=O.[Na+].[NH2:36][C:37]1[C:38](=[N:54][NH:55][C:56]2[CH:61]=[CH:60][CH:59]=[C:58]([F:62])[CH:57]=2)[C:39]([CH2:42][N:43]2C(=O)C3C(=CC=CC=3)C2=O)=[N:40][N:41]=1.NN>O.CN(C=O)C.O.C(O)C>[NH2:43][CH2:42][C:39]1[C:38](=[N:54][NH:55][C:56]2[CH:61]=[CH:60][CH:59]=[C:58]([F:62])[CH:57]=2)[C:37]([NH2:36])=[N:41][N:40]=1 |f:2.3,5.6,10.11|. Procedure details: A solution of 3-fluoroaniline (1.67 g, 15 mmole) in 17 mL of water, acidified with 3.75 mL of conc. HCl (45 mmole) in an ice bath, was treated with NaNO2 (1.35 g, 19.5 mmole). The diazonium solution was then added to the solution of 4-(1,3-dioxo-1,3-dihydroisoindol-2-yl)-3-oxobutyronitrile (2.28 g, 10 mmole) with NaOAc (6.12 g, 45 mmole) in DMF/water mixture (30:35 mL). From this reaction, 3.4 g of 2-{5-amino-4-[(3-fluorophenyl)hydrazono]-4H-pyrazol-3-ylmethyl}isoindole-1,3-dione, as a yellow po... The solvent is CN(C)C=O.O (DMF water), C(C)O (ethanol), O (water). Yield: 68.6%. The reactants are diazonium, O=C1N(C(C2=CC=CC=C12)=O)CC(CC#N)=O (4-(1,3-dioxo-1,3-dihydroisoindol-2-yl)-3-oxobutyronitrile), CC(=O)[O-].[Na+] (NaOAc), NN (hydrazine), NC=1C(C(=NN1)CN1C(C2=CC=CC=C2C1=O)=O)=NNC1=CC(=CC=C1)F (2-{5-amino-4-[(3-fluorophenyl)hydrazono]-4H-pyrazol-3-ylmethyl}isoindole-1,3-dione), N(=O)[O-].[Na+] (NaNO2), FC=1C=C(N)C=CC1 (3-fluoroaniline), Cl (HCl). The product is C(C)OC(=O)C1=C(NC2=CC=C(C=C12)OCC1OC1)C (2-Methyl-5-oxiranylmethoxy-1H-indole-3-carboxylic acid ethyl ester). RXN SMILES: [OH:1][C:2]1[CH:3]=[C:4]2[C:8](=[CH:9][CH:10]=1)[NH:7][C:6]([CH3:11])=[C:5]2[C:12]([O:14][CH2:15][CH3:16])=[O:13].C(=O)([O-])[O-].[K+].[K+].[CH3:23][C:24]([CH3:26])=[O:25]>>[CH2:15]([O:14][C:12]([C:5]1[C:4]2[C:8](=[CH:9][CH:10]=[C:2]([O:1][CH2:23][CH:24]3[CH2:26][O:25]3)[CH:3]=2)[NH:7][C:6]=1[CH3:11])=[O:13])[CH3:16] |f:1.2.3|. Procedure details: A solution of 2.19 g (10 mmol) of ethyl 5-hydroxy-2-methyl-indole-3-carboxylate, 2.6 g (10 mmol) of 2S(+)glycidyl-3-nitrobenzenesulfonate and 1.5 g (11 mmol) of potassium carbonate in 25 mL reagent grade acetone was refluxed overnight. The mixture was then allowed to cool to room temperature and the solids were removed by vacuum filtration. The filtrate was concentrated in vacuo and the residue was dissolved in ethyl acetate. The organics were washed once with water, twice with brine, dried over... Starting materials: OC=1C=C2C(=C(NC2=CC1)C)C(=O)OCC (ethyl 5-hydroxy-2-methyl-indole-3-carboxylate), 2S(+)glycidyl-3-nitrobenzenesulfonate, C([O-])([O-])=O.[K+].[K+] (potassium carbonate), CC(=O)C (acetone). The solvent is reagent. Starting materials: C(C)(=O)CNC=1C(=C(C(=C(C1I)NCC(C)=O)I)C(=O)NC1=CC=C(C=C1)CCCCCCCCCCCCCCC(=O)OC(C)(C)C)I (4-[[[3,5-bis(acetylmethylamino)-2,4,6-triiodophenyl]carbonyl]amino]-benzenepentadecanoic acid, 1,1-dimethylethyl ester), Example 7b, FC(C(=O)O)(F)F (trifluoroacetic acid). The solvent is C1(=CC=CC=C1)OC (anisole). Run at time 15 hour. Yields the product C(C)(=O)CNC=1C(=C(C(=C(C1I)NCC(C)=O)I)C(=O)NC1=CC=C(C=C1)CCCCCCCCCCCCCCC(=O)O)I (4-[[[3,5-Bis(acetylmethylamino)-2,4,6-triiodophenyl]carbonyl]amino]-benzenepentadecanoic acid). Isolated yield 70.0%. As a reaction SMILES: [C:1]([CH2:4][NH:5][C:6]1[C:7]([I:49])=[C:8]([C:19]([NH:21][C:22]2[CH:27]=[CH:26][C:25]([CH2:28][CH2:29][CH2:30][CH2:31][CH2:32][CH2:33][CH2:34][CH2:35][CH2:36][CH2:37][CH2:38][CH2:39][CH2:40][CH2:41][C:42]([O:44]C(C)(C)C)=[O:43])=[CH:24][CH:23]=2)=[O:20])[C:9]([I:18])=[C:10]([NH:13][CH2:14][C:15](=[O:17])[CH3:16])[C:11]=1[I:12])(=[O:3])[CH3:2].FC(F)(F)C(O)=O>C1(OC)C=CC=CC=1>[C:15]([CH2:14][NH:13][C:10]1[C:9]([I:18])=[C:8]([C:19]([NH:21][C:22]2[CH:23]=[CH:24][C:25]([CH2:28][CH2:29][CH2:30][CH2:31][CH2:32][CH2:33][CH2:34][CH2:35][CH2:36][CH2:37][CH2:38][CH2:39][CH2:40][CH2:41][C:42]([OH:44])=[O:43])=[CH:26][CH:27]=2)=[O:20])[C:7]([I:49])=[C:6]([NH:5][CH2:4][C:1](=[O:3])[CH3:2])[C:11]=1[I:12])(=[O:17])[CH3:16]. Procedure: To a solution of 4-[[[3,5-bis(acetylmethylamino)-2,4,6-triiodophenyl]carbonyl]amino]-benzenepentadecanoic acid, 1,1-dimethylethyl ester XIe of Example 7b (30 mg, 0.3 mmol) in anisole (1 mL), was added trifluoroacetic acid (10 mL) and the mixture stirred at RT overnight (15 h). The solvents were removed in vacuo, and the residue crystalized from ethyl acetate to furnish pure XIIe as a white amorphous solid (205 mg, yield 70%, purity >98%). Additional product (35 mg, purity 96%) was obtained from ...